This data is from the Open Reaction Database (ORD), a public repository of structured organic reaction records. The task is: describe an organic reaction: reactants, conditions, products, and yield Starting materials: C(C1=CC=CC=C1)OCC1=NN2C(C(N1)=O)=CN=C2C=2CCOCC2 (2-Benzyloxymethyl-7-(3,6-dihydro-2H-pyran-4-yl)-3H-imidazo[5,1-f][1,2,4]triazin-4-one), [H][H] (hydrogen). Product: OCC1=NN2C(C(N1)=O)=CN=C2C2CCOCC2 (2-Hydroxymethyl-7-(tetrahydro-pyran-4-yl)-3H-imidazo[5,1-f][1,2,4]triazin-4-one). Run in CO (MeOH). The reagents and catalysts are [OH-].[OH-].[Pd+2] (Pd(OH)2/C). Procedure: To a solution of compound 6 (650 mg, 1.14 mmol) in MeOH (30 mL) was added Pd(OH)2/C (120 mg). The reaction mixture was stirred under 50 psi of hydrogen at 70° C. until LC-MS showed that the starting material was almost consumed. The suspension was filtered through celite and washed with MeOH (20 mL×2) and the filtrate was concentrated in vacuo to afford compound 7 (410 mg, 85% yield) as a white solid. LC-MS: m/z 251.3 [M+H]+. Yield: 143.7%. RXN SMILES: C([O:8][CH2:9][C:10]1[NH:15][C:14](=[O:16])[C:13]2=[CH:17][N:18]=[C:19]([C:20]3[CH2:21][CH2:22][O:23][CH2:24][CH:25]=3)[N:12]2[N:11]=1)C1C=CC=CC=1.[H][H]>CO.[OH-].[OH-].[Pd+2]>[OH:8][CH2:9][C:10]1[NH:15][C:14](=[O:16])[C:13]2=[CH:17][N:18]=[C:19]([CH:20]3[CH2:21][CH2:22][O:23][CH2:24][CH2:25]3)[N:12]2[N:11]=1 |f:3.4.5|. Reactants: BrC1=CN(C=2N=CN=C(C21)N2CCC(CC2)(C(=O)OC)NC(=O)OC(C)(C)C)S(=O)(=O)C2=CC=C(C)C=C2 (Methyl 1-(5-bromo-7-tosyl-7H-pyrrolo[2,3-d]pyrimidin-4-yl)-4-(tert-butoxycarbonylamino)piperidine-4-carboxylate), C1(CC1)B(O)O (cyclopropylboronic acid), C1(CCCCC1)P(C1CCCCC1)C1CCCCC1 (tricyclohexyl phosphine), BrC1=CN(C=2N=CN=C(C21)N2CCC(CC2)(C(=O)OC)NC(=O)OC(C)(C)C)S(=O)(=O)C2=CC=C(C)C=C2 (Methyl 1-(5-bromo-7-tosyl-7H-pyrrolo[2,3-d]pyrimidin-4-yl)-4-(tert-butoxycarbonylamino)piperidine-4-carboxylate), [O-]P(=O)([O-])[O-].[K+].[K+].[K+] (potassium phosphate tribasic). Reagents/catalysts: C(C)(=O)[O-].[Pd+2].C(C)(=O)[O-] (palladium(II) acetate). Solvent: CCOC(=O)C (EtOAc), O (water), C1(=CC=CC=C1)C (toluene). Run at temperature 75 celsius, time 8 hour. The product is C(C)(C)(C)OC(=O)NC1(CCN(CC1)C=1C2=C(N=CN1)N(C=C2C2CC2)S(=O)(=O)C2=CC=C(C)C=C2)C(=O)OC (methyl 4-(tert-butoxycarbonylamino)-1-(5-cyclopropyl-7-tosyl-7H-pyrrolo[2,3-d]pyrimidin-4-yl)piperidine-4-carboxylate). The yield is 218.0%. Reaction SMILES: Br[C:2]1[C:10]2[C:9]([N:11]3[CH2:16][CH2:15][C:14]([NH:21][C:22]([O:24][C:25]([CH3:28])([CH3:27])[CH3:26])=[O:23])([C:17]([O:19][CH3:20])=[O:18])[CH2:13][CH2:12]3)=[N:8][CH:7]=[N:6][C:5]=2[N:4]([S:29]([C:32]2[CH:38]=[CH:37][C:35]([CH3:36])=[CH:34][CH:33]=2)(=[O:31])=[O:30])[CH:3]=1.[O-]P([O-])([O-])=O.[K+].[K+].[K+].C1(P([CH:60]2[CH2:65][CH2:64]CCC2)C2CCCCC2)CCCCC1.C1(B(O)O)CC1>C1(C)C=CC=CC=1.O.CCOC(C)=O.C([O-])(=O)C.[Pd+2].C([O-])(=O)C>[C:25]([O:24][C:22]([NH:21][C:14]1([C:17]([O:19][CH3:20])=[O:18])[CH2:15][CH2:16][N:11]([C:9]2[C:10]3[C:2]([CH:64]4[CH2:65][CH2:60]4)=[CH:3][N:4]([S:29]([C:32]4[CH:38]=[CH:37][C:35]([CH3:36])=[CH:34][CH:33]=4)(=[O:31])=[O:30])[C:5]=3[N:6]=[CH:7][N:8]=2)[CH2:12][CH2:13]1)=[O:23])([CH3:28])([CH3:27])[CH3:26] |f:1.2.3.4,10.11.12|. Procedure: Methyl 1-(5-bromo-7-tosyl-7H-pyrrolo[2,3-d]pyrimidin-4-yl)-4-(tert-butoxycarbonylamino)piperidine-4-carboxylate (Intermediate 62) (1.1 g, 1.81 mmol), potassium phosphate tribasic (1.343 g, 6.33 mmol), tricyclohexyl phosphine (0.101 g, 0.36 mmol) and cyclopropylboronic acid (0.438 g, 4.34 mmol) were taken up in toluene (10 mL) and water (0.400 mL). The mixture was purged with nitrogen for 30 minutes then palladium(II) acetate (0.041 g, 0.18 mmol) was added. The mixture was heated to 75° C. for 6 ... Starting materials: CN1C(=NC=C1)[C@@H]1CC[C@H](CC1)O (trans-4-(1-Methyl-1H-imidazol-2-yl)cyclohexanol), [Si](C)(C)(C(C)(C)C)Cl (tert-Butyldimethylsilyl chloride), N1C=NC=C1 (1H-Imidazole). Reagents/catalysts: CN(C1=CC=NC=C1)C (4-Dimethylaminopyridine). The solvent is C(Cl)Cl (DCM), C(Cl)Cl (DCM). Conditions: time 1.5 hour. The product is [Si](C)(C)(C(C)(C)C)O[C@@H]1CC[C@H](CC1)C=1N(C=CN1)C (2-(trans-4-{[tert-Butyl(dimethyl)silyl]oxy}cyclohexyl)-1-methyl-1H-imidazole). As a reaction SMILES: [CH3:1][N:2]1[CH:6]=[CH:5][N:4]=[C:3]1[C@H:7]1[CH2:12][CH2:11][C@H:10]([OH:13])[CH2:9][CH2:8]1.[Si:14](Cl)([C:17]([CH3:20])([CH3:19])[CH3:18])([CH3:16])[CH3:15].N1C=CN=C1>CN(C)C1C=CN=CC=1.C(Cl)Cl>[Si:14]([O:13][C@H:10]1[CH2:11][CH2:12][C@H:7]([C:3]2[N:2]([CH3:1])[CH:6]=[CH:5][N:4]=2)[CH2:8][CH2:9]1)([C:17]([CH3:20])([CH3:19])[CH3:18])([CH3:16])[CH3:15]. Procedure: A mixture of trans-4-(1-Methyl-1H-imidazol-2-yl)cyclohexanol (0.106 g, 0.588 mmol), tert-Butyldimethylsilyl chloride (0.177 g, 1.18 mmol), 4-Dimethylaminopyridine (10 mg, 0.1 mmol), 1H-Imidazole (120 mg, 1.76 mmol) and DCM (3.0 mL, 47 mmol) was stirred at ambient temperature for 1.5 h. The reaction mixture was diluted with DCM to ≈60 mL, washed with sat. NaHCO3 solution, water, and brine, dried over Na2SO4, filtered, and concentrated in vacuo. The residue was chromatographed on silica gel [Isco ...